This data is from the Open Reaction Database (ORD), a public repository of structured organic reaction records. The task is: describe an organic reaction: reactants, conditions, products, and yield Reactants: CC(=O)O[BH-](OC(C)=O)OC(C)=O, ClCCl, O=S(=O)(c1ccc(F)cc1)c1cc(I)c2c(c1)CCNCC2, [Na+], O. The product is CN1CCc2cc(S(=O)(=O)c3ccc(F)cc3)cc(I)c2CC1. RXN SMILES: [C:23]([O:24][BH-:25]([O:26][C:27](=[O:28])[CH3:29])[O:30][C:31](=[O:32])[CH3:33])(=[O:34])[CH3:35].[Cl:38][CH2:39][Cl:40].[F:1][c:2]1[cH:3][cH:4][c:5]([S:8](=[O:9])(=[O:10])[c:11]2[cH:12][c:13]3[c:14]([c:20]([I:22])[cH:21]2)[CH2:15][CH2:16][NH:17][CH2:18][CH2:19]3)[cH:6][cH:7]1.[Na+:36].[OH2:37]>>[F:1][c:2]1[cH:3][cH:4][c:5]([S:8](=[O:9])(=[O:10])[c:11]2[cH:12][c:13]3[c:14]([c:20]([I:22])[cH:21]2)[CH2:15][CH2:16][N:17]([CH3:23])[CH2:18][CH2:19]3)[cH:6][cH:7]1. The reactants are COC=1C=C2CCC(C2=CC1)CC=1N=CNC1 (4-(5-methoxyindan-1-ylmethyl)-1H-imidazole), [OH-].[NH4+] (ammonium hydroxide), [Sn](Cl)(Cl)(Cl)Cl (Tin(IV)chloride), COC(Cl)Cl (dichloromethyl methyl ether). The solvent is C(Cl)Cl (methylene chloride), O (water), C(Cl)Cl (methylene chloride). Conditions: temperature 0 celsius, time 1 hour. Yields the product N1C=NC(=C1)CC1CCC2=CC(=C(C=C12)C=O)OC (3-(1H-Imidazol-4-ylmethyl)-6-methoxyindan-5-carbaldehyde). RXN SMILES: [Sn](Cl)(Cl)(Cl)Cl.[CH3:6][O:7][CH:8](Cl)Cl.C[O:12][C:13]1[CH:14]=[C:15]2[C:19](=[CH:20][CH:21]=1)[CH:18]([CH2:22][C:23]1[N:24]=[CH:25][NH:26][CH:27]=1)[CH2:17][CH2:16]2.[OH-].[NH4+]>C(Cl)Cl.O>[NH:26]1[CH:27]=[C:23]([CH2:22][CH:18]2[C:19]3[C:15](=[CH:14][C:8]([O:7][CH3:6])=[C:21]([CH:13]=[O:12])[CH:20]=3)[CH2:16][CH2:17]2)[N:24]=[CH:25]1 |f:3.4|. Procedure: Tin(IV)chloride (800 mg) is added dropwise to a stirred solution of dichloromethyl methyl ether (343 mg) in methylene chloride (8 ml) with ice cooling under a nitrogen atmosphere. The solution is stirred at 0° C. for one hour before adding a solution of 4-(5-methoxyindan-1-ylmethyl)-1H-imidazole (300 mg) in methylene chloride (4 ml). The resulting mixture is allowed to warm to ambient temperature while being stirred for 4 hours. The mixture is then poured into cold water and is made basic with a...